Dataset: the Open Reaction Database (ORD), a public repository of structured organic reaction records. Task: describe an organic reaction: reactants, conditions, products, and yield Starting materials: C(C)(C)(C)OC(=O)NCCOC1=C(C=CC=C1)O (o-(2-tertiary butoxycarbonylaminoethoxy)-phenol), BrCCBr (1,2-dibromoethane). Product: BrCCOC1=C(C=CC=C1)OCCNC(=O)OC(C)(C)C (1-(2-bromoethoxy)-2-(2-tertiary butoxycarbonylaminoethoxy)-benzene). RXN SMILES: [C:1]([O:5][C:6]([NH:8][CH2:9][CH2:10][O:11][C:12]1[CH:17]=[CH:16][CH:15]=[CH:14][C:13]=1[OH:18])=[O:7])([CH3:4])([CH3:3])[CH3:2].[Br:19][CH2:20][CH2:21]Br>>[Br:19][CH2:20][CH2:21][O:18][C:13]1[CH:14]=[CH:15][CH:16]=[CH:17][C:12]=1[O:11][CH2:10][CH2:9][NH:8][C:6]([O:5][C:1]([CH3:4])([CH3:2])[CH3:3])=[O:7]. Procedure: Reacting crude o-(2-tertiary butoxycarbonylaminoethoxy)-phenol with 1,2-dibromoethane analogously to Example 2 b yields 1-(2-bromoethoxy)-2-(2-tertiary butoxycarbonylaminoethoxy)-benzene, which has a melting point of 74°-75° (from isopropanol). The reactants are CC#N, Nc1ccc(F)cc1, O, Cc1ccc(S(=O)(=O)Cl)cc1, c1ccncc1. Product: Cc1ccc(S(=O)(=O)Nc2ccc(F)cc2)cc1. Reaction SMILES: [CH3:27][C:28]#[N:29].[NH2:1][c:2]1[cH:3][cH:4][c:5]([F:6])[cH:7][cH:8]1.[OH2:26].[c:15]1([CH3:25])[cH:16][cH:17][c:18]([S:21](=[O:22])(=[O:23])[Cl:24])[cH:19][cH:20]1.[cH:9]1[cH:10][cH:11][n:12][cH:13][cH:14]1>>[NH:1]([c:2]1[cH:3][cH:4][c:5]([F:6])[cH:7][cH:8]1)[S:21]([c:18]1[cH:17][cH:16][c:15]([CH3:25])[cH:20][cH:19]1)(=[O:22])=[O:23]. The product is ClC1=NC=C(C(=N1)NC1=NNC(=C1)N(C)C)F (N3-(2-Chloro-5-fluoropyrimidin-4-yl)-N5,N5-dimethyl-1H-pyrazole-3,5-diamine). Solvent: C(C)O (ethanol). Isolated yield 39.0%. Reactants: ClC1=NC=C(C(=N1)Cl)F (2,4-dichloro-5-fluoropyrimidine), CN(C1=CC(=NN1)N)C (N5,N5-Dimethyl-1H-pyrazole-3,5-diamine), CCN(C(C)C)C(C)C (DIEA). Reported procedure: 2,4-dichloro-5-fluoropyrimidine (166 mg, 1 mmol), N5,N5-dimethyl-1H-pyrazole-3,5-diamine (Method 34, 150 mg, 1.2 mmol), and DIEA (0.35 ml, 2 mmol) in ethanol (3 ml) was heated at 55° C. overnight. Solvent was removed, and the residue was purified by silica gel chromatography (by ISCO Combiflash with a gradient of 0-5% methanol in methylene chloride with 1% NH4OH). 100 mg product was obtained as a white solid (40%). MS: 257 (M+1); NMR (DMSO-d6, 400 MHz, 80° C.) δ11.60 (br, 1H), 10.26 (br, 1H), 8.... Reaction SMILES: [Cl:1][C:2]1[N:7]=[C:6](Cl)[C:5]([F:9])=[CH:4][N:3]=1.[CH3:10][N:11]([CH3:18])[C:12]1[NH:16][N:15]=[C:14]([NH2:17])[CH:13]=1.CCN(C(C)C)C(C)C>C(O)C>[Cl:1][C:2]1[N:7]=[C:6]([NH:17][C:14]2[CH:13]=[C:12]([N:11]([CH3:18])[CH3:10])[NH:16][N:15]=2)[C:5]([F:9])=[CH:4][N:3]=1. The reactants are CCN(CC)CCOC(=O)c1ccc(N)cc1, CS(C)=O, Clc1ncc2nnn(-c3ccc4c(c3)CCC4)c2n1, O=C([O-])C(F)(F)F. Yields the product CCN(CC)CCOC(=O)c1ccc(Nc2ncc3nnn(-c4ccc5c(c4)CCC5)c3n2)cc1. As a reaction SMILES: [CH2:20]([CH3:21])[N:22]([CH2:23][CH2:24][O:25][C:26]([c:27]1[cH:28][cH:29][c:30]([NH2:33])[cH:31][cH:32]1)=[O:34])[CH2:35][CH3:36].[CH3:44][S:45]([CH3:46])=[O:47].[Cl:1][c:2]1[n:3][cH:4][c:5]2[c:6]([n:7]1)[n:8](-[c:11]1[cH:12][c:13]3[c:17]([cH:18][cH:19]1)[CH2:16][CH2:15][CH2:14]3)[n:9][n:10]2.[O-:37][C:38]([C:39]([F:40])([F:41])[F:42])=[O:43]>>[c:2]1([NH:33][c:30]2[cH:29][cH:28][c:27]([C:26]([O:25][CH2:24][CH2:23][N:22]([CH2:20][CH3:21])[CH2:35][CH3:36])=[O:34])[cH:32][cH:31]2)[n:3][cH:4][c:5]2[c:6]([n:7]1)[n:8](-[c:11]1[cH:12][c:13]3[c:17]([cH:18][cH:19]1)[CH2:16][CH2:15][CH2:14]3)[n:9][n:10]2. Reactants: C1(=CC=CC2=CC=CC=C12)OCCCN1C(=C(C2=CC=CC=C12)C1=C(C=CC=C1)C)C(=O)OCC (ethyl 1-(3-(naphthalen-1-yloxy)propyl)-3-ortho-tolyl-1H-indole-2-carboxylate), O1CCOCC1 (dioxane). The solvent is [Li+].[OH-] (LiOH). The product is CC1=C(C=CC=C1)C1=C(N(C2=CC=CC=C12)CCCOC1=CC=CC2=CC=CC=C12)C(=O)O (3-(2-methylphenyl)-1-(3-(1-naphthyloxy)propyl)-1H-indole-2-carboxylic acid). Reaction SMILES: [C:1]1([O:11][CH2:12][CH2:13][CH2:14][N:15]2[C:23]3[C:18](=[CH:19][CH:20]=[CH:21][CH:22]=3)[C:17]([C:24]3[CH:29]=[CH:28][CH:27]=[CH:26][C:25]=3[CH3:30])=[C:16]2[C:31]([O:33]CC)=[O:32])[C:10]2[C:5](=[CH:6][CH:7]=[CH:8][CH:9]=2)[CH:4]=[CH:3][CH:2]=1.O1CCOCC1>[Li+].[OH-]>[CH3:30][C:25]1[CH:26]=[CH:27][CH:28]=[CH:29][C:24]=1[C:17]1[C:18]2[C:23](=[CH:22][CH:21]=[CH:20][CH:19]=2)[N:15]([CH2:14][CH2:13][CH2:12][O:11][C:1]2[C:10]3[C:5](=[CH:6][CH:7]=[CH:8][CH:9]=3)[CH:4]=[CH:3][CH:2]=2)[C:16]=1[C:31]([OH:33])=[O:32] |f:2.3|. Procedure details: A mixture of EXAMPLE 31D in 1N LiOH:dioxane (0.5 mL: 2 mL) was heated under microwave conditions (CEM Discover) at 130° C. for 30 minutes. The mixture was quenched with 1NHCl aqueous mixture (0.5 mL) and extracted with ethyl acetate. The extract was dried (Na2SO4), filtered, and concentrated. The concentrate was purified by reverse phaseHPLC (Zorbax SB-C18, 20-100% acetonitrile/water/0.1% trifluoroacetic acid). 1H NMR (400 MHz, DMSO-d6) δ 12.73 (bs, 1H), 8.23 (d, 1H), 7.87 (d, 1H), 7.66 (d, 1H),... Procedure details: A mixture of 2,4-dichloro-5-formamidopyrimidine (2.5 g, 13.0 mmol), 2,2-dimethyl-1,3-dioxan-5-yl-methoxyamine (13.6 mmol), diisopropylethylamine (4.5 ml, 25.8 mmol) and 2-methoxyethyl ether (50 ml) was heated at 100° C. for 4.5 hours. The suspension was cooled and evaporated under reduced pressure. The residue was chromatographed on silica gel (eluted with chloroform-methanol, 20:1), yielding the title compound (3.45 g, 84%). Isolated yield 84.0%. As a reaction SMILES: [Cl:1][C:2]1[N:7]=[C:6](Cl)[C:5]([NH:9][CH:10]=[O:11])=[CH:4][N:3]=1.[CH3:12][C:13]1([CH3:22])[O:18][CH2:17][CH:16](NOC)[CH2:15][O:14]1.C([N:26](C(C)C)CC)(C)C.COCCOCC[O:39][CH3:40]>>[Cl:1][C:2]1[N:7]=[C:6]([NH:26][O:39][CH2:40][CH:16]2[CH2:15][O:14][C:13]([CH3:12])([CH3:22])[O:18][CH2:17]2)[C:5]([NH:9][CH:10]=[O:11])=[CH:4][N:3]=1. The reactants are ClC1=NC=C(C(=N1)Cl)NC=O (2,4-dichloro-5-formamidopyrimidine), CC1(OCC(CO1)NOC)C (2,2-dimethyl-1,3-dioxan-5-yl-methoxyamine), C(C)(C)N(CC)C(C)C (diisopropylethylamine), COCCOCCOC (2-methoxyethyl ether). Run at temperature 100 celsius. The product is ClC1=NC=C(C(=N1)NOCC1COC(OC1)(C)C)NC=O (2-Chloro-4-(2,2-dimethyl-1,3-dioxan-5-ylmethoxyamino)-5-formamidopyrimidine). Reactants: CI, COCOc1cccc2oc(-c3n[nH]c(=O)o3)cc12, [H-], [Na+], CN(C)C=O, O. Yields the product COCOc1cccc2oc(-c3nnc(OC)o3)cc12. Reaction SMILES: [CH3:22][I:23].[CH3:3][O:4][CH2:5][O:6][c:7]1[cH:8][cH:9][cH:10][c:11]2[o:12][c:13](-[c:16]3[n:17][nH:18][c:19](=[O:21])[o:20]3)[cH:14][c:15]12.[H-:1].[Na+:2].[O:25]=[CH:26][N:27]([CH3:28])[CH3:29].[OH2:24]>>[CH3:3][O:4][CH2:5][O:6][c:7]1[cH:8][cH:9][cH:10][c:11]2[o:12][c:13](-[c:16]3[n:17][n:18][c:19]([O:21][CH3:22])[o:20]3)[cH:14][c:15]12. The reactants are CCO, COC(=O)c1ccc2c(=O)[nH]c(Cc3cccc(Cl)c3)nc2c1, Cl, [Na+], [OH-], O. The product is O=C(O)c1ccc2c(=O)[nH]c(Cc3cccc(Cl)c3)nc2c1. As a reaction SMILES: [CH3:26][CH2:27][OH:28].[Cl:1][c:2]1[cH:3][c:4]([CH2:5][c:6]2[n:7][c:8]3[cH:9][c:10]([C:17](=[O:18])[O:19][CH3:20])[cH:11][cH:12][c:13]3[c:14](=[O:16])[nH:15]2)[cH:21][cH:22][cH:23]1.[ClH:29].[Na+:25].[OH-:24].[OH2:30]>>[Cl:1][c:2]1[cH:3][c:4]([CH2:5][c:6]2[n:7][c:8]3[cH:9][c:10]([C:17](=[O:18])[OH:19])[cH:11][cH:12][c:13]3[c:14](=[O:16])[nH:15]2)[cH:21][cH:22][cH:23]1. The reactants are C(C(=O)O)(=O)O.C(C1=CC=CC=C1)N1CC2C3=C(C(C1)O2)C=CC=C3 (3-Benzyl-1,5-epoxy-1,2,4,5-tetrahydro-3-benzazepin oxalate), [OH-].[Na+] (NaOH). Reagents/catalysts: [Pd] (Pd-C). Solvent: CO (methanol), CO (methanol). Yields the product N1=C2C(C=CC3=C1C=CC=C3)O2 (3-H-epoxybenzazepin). Yield: 69.4%. As a reaction SMILES: C(O)(=O)C(O)=O.C([N:14]1[CH2:20][CH:19]2[O:21][CH:16]([C:17]3[CH:25]=[CH:24][CH:23]=[CH:22][C:18]=32)[CH2:15]1)C1C=CC=CC=1.[OH-].[Na+]>CO.[Pd]>[N:14]1[C:15]2[CH:16]=[CH:17][CH:25]=[CH:24][C:23]=2[CH:22]=[CH:18][CH:19]2[O:21][C:20]=12 |f:0.1,2.3|. Procedure: A solution of the compound prepared in Example 18 (6.1 g, 0.018M) in methanol (300 ml) was hydrogenated (0.61 g, 10% Pd-C) in a Parr apparatus at an initial pressure of 30 psi for 3.5 hours. The resulting solution of the product in methanol was made basic with aqueous NaOH, filtered through Celite and evaporated. The residue was partitioned between H2O and CH2Cl2 ; the organic layer was dried (Na2SO4) to give 3-H-epoxybenzazepin (1.95 g, 68% yield). This compound was treated with acetic anhydrid... Starting materials: C1CCOC1, CO, CCOC(=O)c1sc(N2CC(NC(=O)c3nc(Cl)c(CC)[nH]3)C2)nc1C, [Li+], [OH-], O. Yields the product CCc1[nH]c(C(=O)NC2CN(c3nc(C)c(C(=O)O)s3)C2)nc1Cl. Reaction SMILES: [CH2:29]1[O:30][CH2:31][CH2:32][CH2:33]1.[CH3:35][OH:36].[Cl:1][c:2]1[n:3][c:4]([C:9](=[O:10])[NH:11][CH:12]2[CH2:13][N:14]([c:16]3[s:17][c:18]([C:22](=[O:23])[O:24][CH2:25][CH3:26])[c:19]([CH3:21])[n:20]3)[CH2:15]2)[nH:5][c:6]1[CH2:7][CH3:8].[Li+:27].[OH-:28].[OH2:34]>>[Cl:1][c:2]1[n:3][c:4]([C:9](=[O:10])[NH:11][CH:12]2[CH2:13][N:14]([c:16]3[s:17][c:18]([C:22](=[O:23])[OH:24])[c:19]([CH3:21])[n:20]3)[CH2:15]2)[nH:5][c:6]1[CH2:7][CH3:8].